From a dataset of the Open Reaction Database (ORD), a public repository of structured organic reaction records. describe an organic reaction: reactants, conditions, products, and yield Starting materials: O=C(c1cccnc1)c1cc(Cl)ccc1NS(=O)(=O)c1ccc(Br)cc1, CC1CNCC(C)O1, [K+], [K+], [K+], CN(C)C=O, O=P([O-])([O-])[O-]. Yields the product CC1CN(c2ccc(S(=O)(=O)Nc3ccc(Cl)cc3C(=O)c3cccnc3)cc2)CC(C)O1. Reaction SMILES: [Br:1][c:2]1[cH:3][cH:4][c:5]([S:8](=[O:9])(=[O:10])[NH:11][c:12]2[c:13]([C:19](=[O:20])[c:21]3[cH:22][n:23][cH:24][cH:25][cH:26]3)[cH:14][c:15]([Cl:18])[cH:16][cH:17]2)[cH:6][cH:7]1.[CH3:35][CH:36]1[O:37][CH:38]([CH3:42])[CH2:39][NH:40][CH2:41]1.[K+:32].[K+:33].[K+:34].[O:43]=[CH:44][N:45]([CH3:46])[CH3:47].[P:27]([O-:28])([O-:29])([O-:30])=[O:31]>>[c:2]1([N:40]2[CH2:39][CH:38]([CH3:42])[O:37][CH:36]([CH3:35])[CH2:41]2)[cH:3][cH:4][c:5]([S:8](=[O:9])(=[O:10])[NH:11][c:12]2[c:13]([C:19](=[O:20])[c:21]3[cH:22][n:23][cH:24][cH:25][cH:26]3)[cH:14][c:15]([Cl:18])[cH:16][cH:17]2)[cH:6][cH:7]1. Starting materials: N(=NC(=O)OCC)C(=O)OCC (Diethyl azodicarboxylate), C1(=CC=CC=C1)C(CO)CO[Si](C)(C)C(C)(C)C (2-phenyl-3-(tert-butyldimethylsilyloxy)-1-propanol), CNS(=O)(=O)C1=CC=CC=C1 (N-methylbenzenesulfonamide), C1(=CC=CC=C1)P(C1=CC=CC=C1)C1=CC=CC=C1 (triphenylphosphine), C1(=CC=CC=C1)P(C1=CC=CC=C1)C1=CC=CC=C1 (triphenylphosphine), N(=NC(=O)OCC)C(=O)OCC (diethyl azodicarboxylate). The product is [Si](C)(C)(C(C)(C)C)OCC(CN(S(=O)(=O)C1=CC=CC=C1)C)C1=CC=CC=C1 (N-(3-(tert-butyldimethylsilyloxy)-2-phenylpropyl)-N-methylbenzenesulfonamide). Yield: 52.7%. Reaction SMILES: N(C(OCC)=O)=NC(OCC)=O.[C:13]1([CH:19]([CH2:22][O:23][Si:24]([C:27]([CH3:30])([CH3:29])[CH3:28])([CH3:26])[CH3:25])[CH2:20]O)[CH:18]=[CH:17][CH:16]=[CH:15][CH:14]=1.[CH3:31][NH:32][S:33]([C:36]1[CH:41]=[CH:40][CH:39]=[CH:38][CH:37]=1)(=[O:35])=[O:34].C1(P(C2C=CC=CC=2)C2C=CC=CC=2)C=CC=CC=1>>[Si:24]([O:23][CH2:22][CH:19]([C:13]1[CH:18]=[CH:17][CH:16]=[CH:15][CH:14]=1)[CH2:20][N:32]([CH3:31])[S:33]([C:36]1[CH:41]=[CH:40][CH:39]=[CH:38][CH:37]=1)(=[O:35])=[O:34])([C:27]([CH3:30])([CH3:29])[CH3:28])([CH3:26])[CH3:25]. Reported procedure: Diethyl azodicarboxylate (0.059 mL, 65 mg, 0.37 mmol) was added to a solution of 2-phenyl-3-(tert-butyldimethylsilyloxy)-1-propanol (100 mg, 0.375 mmol), N-methylbenzenesulfonamide (77 mg, 0.45 mmol), and triphenylphosphine (98.4 mg, 0.38 mmol) in 1.0 mL of dry THEF, and the mixture was stirred 4 h at room temperature. Additional triphenylphosphine (48 mg, 0.18 mmol) and diethyl azodicarboxylate (0.030 mL, 33 mg, 0.19 mmol) were added and stirring was continued overnight at room temperature. Aft... Run at time 4 hour. Starting materials: CO, COC(=O)C1OC1c1ccc(C)cc1, N. Yields the product Cc1ccc(C2OC2C(N)=O)cc1. Reaction SMILES: [CH3:16][OH:17].[CH3:1][O:2][C:3]([CH:4]1[CH:5]([c:7]2[cH:8][cH:9][c:10]([CH3:13])[cH:11][cH:12]2)[O:6]1)=[O:14].[NH3:15]>>[O:2]=[C:3]([CH:4]1[CH:5]([c:7]2[cH:8][cH:9][c:10]([CH3:13])[cH:11][cH:12]2)[O:6]1)[NH2:15].